From a dataset of the Open Reaction Database (ORD), a public repository of structured organic reaction records. describe an organic reaction: reactants, conditions, products, and yield Reactants: C(Cl)[C@H]1CO1 ((R)-epichlorohydrin), C(Cl)[C@H]1CO1 ((R)-Epichlorohydrin), FC(C(=O)O)(F)F.N1(CCNCC1)S(=O)(=O)N (piperazine sulfonamide trifluoroacetic acid), NN-diisopropyl-ethylamine. Run in C(C)O (ethanol). Reaction conditions: time 18 hour. Yields the product ClC[C@@H](CN1CCN(CC1)S(=O)(=O)C)O ((R)-1-chloro-3-(4-methylsulfonyl-1-piperazinyl)-2-propanol). Yield: 61.7%. As a reaction SMILES: [CH2:1]([C@@H:3]1[O:5][CH2:4]1)[Cl:2].F[C:7](F)(F)C(O)=O.[N:13]1([S:19](N)(=[O:21])=[O:20])[CH2:18][CH2:17][NH:16][CH2:15][CH2:14]1>C(O)C>[Cl:2][CH2:1][C@H:3]([OH:5])[CH2:4][N:16]1[CH2:17][CH2:18][N:13]([S:19]([CH3:7])(=[O:21])=[O:20])[CH2:14][CH2:15]1 |f:1.2|. Procedure: (R)-Epichlorohydrin (3.10 mL, 39.5 mmol) was added to a stirred solution of piperazine sulfonamide trifluoroacetic acid (10.0 g, 35.9 mmol) and NN-diisopropyl-ethylamine (6.26 mL, 35.9 mmol) in ethanol (150 mL) at room temperature. The reaction mixture was stirred for 18 h and a further amount of (R)-epichlorohydrin was added (0.28 mL, 3.6 mmoL) and stirred for an additional 3 h. The reaction mixture was concentrated under vacuum and the white solid was suspended in ethanol (150 mL) and stirred ... RXN SMILES: [CH2:48]([Cl:49])[Cl:50].[CH3:35][N:36]1[CH2:37][CH2:38][NH:39][CH2:40][CH2:41]1.[I-:34].[K+:33].[NH2:1][c:2]1[n:3][c:4]([NH:19][CH:20]2[CH2:21][CH2:22][N:23]([S:26](=[O:27])(=[O:28])[CH2:29][CH2:30][CH2:31][Cl:32])[CH2:24][CH2:25]2)[n:5][cH:6][c:7]1[C:8](=[O:9])[c:10]1[c:11]([O:17][CH3:18])[cH:12][cH:13][c:14]([F:16])[cH:15]1.[O:42]1[CH2:43][CH2:44][O:45][CH2:46][CH2:47]1>>[NH2:1][c:2]1[n:3][c:4]([NH:19][CH:20]2[CH2:21][CH2:22][N:23]([S:26](=[O:27])(=[O:28])[CH2:29][CH2:30][CH2:31][N:39]3[CH2:38][CH2:37][N:36]([CH3:35])[CH2:41][CH2:40]3)[CH2:24][CH2:25]2)[n:5][cH:6][c:7]1[C:8](=[O:9])[c:10]1[c:11]([O:17][CH3:18])[cH:12][cH:13][c:14]([F:16])[cH:15]1. Starting materials: ClCCl, CN1CCNCC1, [I-], [K+], COc1ccc(F)cc1C(=O)c1cnc(NC2CCN(S(=O)(=O)CCCCl)CC2)nc1N, C1COCCO1. Yields the product COc1ccc(F)cc1C(=O)c1cnc(NC2CCN(S(=O)(=O)CCCN3CCN(C)CC3)CC2)nc1N. The reactants are [BH4-], C1CCNCC1, CCO, O=Cc1cccc(O)c1Cl, [Na+]. The product is Oc1cccc(CN2CCCCC2)c1Cl. RXN SMILES: [BH4-:17].[CH2:11]1[CH2:12][CH2:13][NH:14][CH2:15][CH2:16]1.[CH3:19][CH2:20][OH:21].[Cl:1][c:2]1[c:3]([CH:4]=[O:5])[cH:6][cH:7][cH:8][c:9]1[OH:10].[Na+:18]>>[Cl:1][c:2]1[c:3]([CH2:4][N:14]2[CH2:13][CH2:12][CH2:11][CH2:16][CH2:15]2)[cH:6][cH:7][cH:8][c:9]1[OH:10]. The reactants are ClN1C(CCC1=O)=O (N-Chlorosuccinimide), CN(C(NC(CC=1C=C2C(=CN(C2=CC1)C)CC1=C(C=C(C(=O)OC)C=C1)OC)C)=O)C (methyl 4-[5-[2-(N',N'-dimethylureido)propyl]-1-methylindol-3-ylmethyl]-3-methoxybenzoate), ClCCl (dichloromethane). Conditions: time 30 minute. The product is ClC=1N(C2=CC(=C(C=C2C1CC1=C(C=C(C(=O)OC)C=C1)OC)CC(C)NC(=O)N(C)C)Cl)C (methyl 4-[2,6-dichloro-5-[2-(N',N'-dimethylureido)propyl]-1-methylindol-3-ylmethyl]-3-methoxybenzoate). The yield is 60.0%. As a reaction SMILES: [Cl:1]N1C(=O)CCC1=O.[CH3:9][N:10]([CH3:40])[C:11](=[O:39])[NH:12][CH:13]([CH3:38])[CH2:14][C:15]1[CH:16]=[C:17]2[C:21](=[CH:22]C=1)[N:20]([CH3:24])[CH:19]=[C:18]2[CH2:25][C:26]1[CH:35]=[CH:34][C:29]([C:30]([O:32][CH3:33])=[O:31])=[CH:28][C:27]=1[O:36][CH3:37].Cl[CH2:42][Cl:43]>>[Cl:1][C:19]1[N:20]([CH3:24])[C:21]2[C:17]([C:18]=1[CH2:25][C:26]1[CH:35]=[CH:34][C:29]([C:30]([O:32][CH3:33])=[O:31])=[CH:28][C:27]=1[O:36][CH3:37])=[CH:16][C:15]([CH2:14][CH:13]([NH:12][C:11]([N:10]([CH3:40])[CH3:9])=[O:39])[CH3:38])=[C:42]([Cl:43])[CH:22]=2. Procedure details: N-Chlorosuccinimide (0.313 g) was added in one portion to a stirred solution of methyl 4-[5-[2-(N',N'-dimethylureido)propyl]-1-methylindol-3-ylmethyl]-3-methoxybenzoate (0.5 g) in dichloromethane (25 ml). After 30 minutes, the solvent was evaporated, and the product isolated by flash chromatography, eluting with 3:7 ethyl acetate:toluene, to give methyl 4-[2,6-dichloro-5-[2-(N',N'-dimethylureido)propyl]-1-methylindol-3-ylmethyl]-3-methoxybenzoate (60%) as a white solid; mp 175°-176° C.; NMR (300...